The task is: describe an organic reaction: reactants, conditions, products, and yield. This data is from the Open Reaction Database (ORD), a public repository of structured organic reaction records. Reactants: S1C=NC=C1 (thiazole), C1=CC=CC=2C3=CC=CC=C3C(C12)OC(N(C(=S)NC1=CC=C(C=C1)Br)C)=O (9H-9-fluorenyl-methyl-N-[(4-bromoanilino)carbothioyl]carbamate), BrCC(CC)=O (1-Bromo-2-butanone). The solvent is C([O-])([O-])=O.[Na+].[Na+] (sodium carbonate), N1CCCCC1.CN(C=O)C (piperidine N,N-dimethylformamide). Run at time 2 hour. The product is BrC1=CC=C(C=C1)NC=1SC=C(N1)CC.BrC=1SC=CN1 (bromothiazole N-(4-bromophenyl)-N-(4-ethyl-1,3-thiazol-2-yl)amine). RXN SMILES: [S:1]1[CH:5]=[CH:4][N:3]=[CH:2]1.C1C2C(OC(=O)N(C)[C:22]([NH:24][C:25]3[CH:30]=[CH:29][C:28]([Br:31])=[CH:27][CH:26]=3)=[S:23])C3C(=CC=CC=3)C=2C=CC=1.[Br:34][CH2:35][C:36](=O)CC>N1CCCCC1.CN(C)C=O.C(=O)([O-])[O-].[Na+].[Na+]>[Br:31][C:28]1[CH:29]=[CH:30][C:25]([NH:24][C:2]2[S:1][CH:5]=[C:4]([CH2:35][CH3:36])[N:3]=2)=[CH:26][CH:27]=1.[Br:34][C:22]1[S:23][CH:30]=[CH:25][N:24]=1 |f:3.4,5.6.7,8.9|. Reported procedure: Procedure for thiazole synthesis: 9H-9-fluorenyl-methyl-N-[(4-bromoanilino)carbothioyl]carbamate (0.25 g, 0.55 mmol) was dissolved in piperidine/N,N-dimethylformamide (1:6, 3.5 mL) and the mixture stirred at ambient temperature for 2 h. The solvent was removed under reduced pressure and the residue dissolved in a mixture of acetic acid (1 mL), ethanol (2 mL), and dioxane (2 mL). 1-Bromo-2-butanone (90%, 0.11 mL, 1.10 mmol) was added and the mixture was stirred for 14 h at ambient temperature. Th... The solvent is C(C)(=O)OCC (ethyl acetate). Procedure details: 1.2 g of 5-benzyl-1-cyclooctanone prepared in Example 1 was dissolved in 50 ml of ethyl acetate. To the solution was added 1.25 g of phenylselenenylchloride. The reaction solution was stirred at room temperature for forty minutes. To the reaction solution was added 10 ml of water, followed by stirring for three minutes. The organic layer was separated. To the organic layer were added 20 ml of tetrahydrofliran and 1.4 ml of 30% hydrogen peroxide. The reaction solution was stirred at room temperat... Isolated yield 59.7%. The reactants are C1(=CC=CC=C1)[Se]Cl (phenylselenenylchloride), C(C1=CC=CC=C1)C1CCCC(CCC1)=O (5-Benzyl-1-cyclooctanone), O (water). RXN SMILES: [CH2:1]([CH:8]1[CH2:15][CH2:14][CH2:13][C:12](=[O:16])[CH2:11][CH2:10][CH2:9]1)[C:2]1[CH:7]=[CH:6][CH:5]=[CH:4][CH:3]=1.C1([Se]Cl)C=CC=CC=1.O>C(OCC)(=O)C>[CH2:1]([CH:8]1[CH2:15][CH2:14][CH2:13][C:12](=[O:16])[CH:11]=[CH:10][CH2:9]1)[C:2]1[CH:7]=[CH:6][CH:5]=[CH:4][CH:3]=1. Product: C(C1=CC=CC=C1)C1CC=CC(CCC1)=O (5-Benzyl-2-cycloocten-1-one). The reactants are C(C)(C)(C)OC(=O)C1=C(SC=2C(N(CCC21)CC2=CC=C(C=C2)OC)CN)N (2-Amino-7-aminomethyl-6-(4-methoxy-benzyl)-4,5,6,7-tetrahydro-thieno[2,3-c]pyridine-3-carboxylic acid tert-butyl ester), C(C1=CC=CC=C1)(=O)Cl (Benzoyl chloride). Run in ClCCl (dichloromethane), C(C)N(CC)CC (triethylamine). Yields the product C(C)(C)(C)OC(=O)C1=C(SC=2C(N(CCC21)CC2=CC=C(C=C2)OC)CNC(C2=CC=CC=C2)=O)N (7-(benzoylamino-methyl)-2-amino-6-(4-methoxy-benzyl)-4,5,6,7-tetrahydro-thieno[2,3-c]pyridine-3-carboxylic acid tert-butyl ester). Reaction SMILES: [C:1]([O:5][C:6]([C:8]1[C:16]2[CH2:15][CH2:14][N:13]([CH2:17][C:18]3[CH:23]=[CH:22][C:21]([O:24][CH3:25])=[CH:20][CH:19]=3)[CH:12]([CH2:26][NH2:27])[C:11]=2[S:10][C:9]=1[NH2:28])=[O:7])([CH3:4])([CH3:3])[CH3:2].[C:29](Cl)(=[O:36])[C:30]1[CH:35]=[CH:34][CH:33]=[CH:32][CH:31]=1>ClCCl.C(N(CC)CC)C>[C:1]([O:5][C:6]([C:8]1[C:16]2[CH2:15][CH2:14][N:13]([CH2:17][C:18]3[CH:19]=[CH:20][C:21]([O:24][CH3:25])=[CH:22][CH:23]=3)[CH:12]([CH2:26][NH:27][C:29](=[O:36])[C:30]3[CH:35]=[CH:34][CH:33]=[CH:32][CH:31]=3)[C:11]=2[S:10][C:9]=1[NH2:28])=[O:7])([CH3:4])([CH3:2])[CH3:3]. Reported procedure: 1H-NMR (300 MHz, CDCl3): δ 7.27 (d, 2H, J=9 Hz), 6.88 (d, 2H, J=9 Hz), 6.01 (s, 2H), 3.81 (s, 3H), 3.78 (d, 1H, J=14 Hz), 3.62 (d, 1H, J=14 Hz), 3.46 (m, 1H), 3.12-2.70 (m, 5H), 2.60 (m, 1H), 1.55 (s, 9H). 2-Amino-7-aminomethyl-6-(4-methoxy-benzyl)-4,5,6,7-tetrahydro-thieno[2,3-c]pyridine-3-carboxylic acid tert-butyl ester (70% pure, 0.2 g, 0.347 mmol) was dissolved in a mixture of anhydrous dichloromethane (5 ml) and triethylamine (72 μl) and cooled in an ice-bath and stirred under nitrogen. Be... The reactants are Cl.C(C)OC(=O)CN(C=1C=C2N=C(C(N(C2=CC1)C)=O)CC1=CC=C(C(=N)N)C=C1)S(=O)(=O)C=1C=CC=C2C=CC=NC12 (4-{[6-(N-ethoxycarbonylmethyl-quinolin-8-yl-sulphonylamino)-1-methyl-2-oxo-1,2-dihydroquinoxalin-3-yl]-methyl}-benzamidine-hydrochloride), C([O-])([O-])=O.[K+].[K+] (potassium carbonate), C(OC1=C(C=C(C=C1)[N+](=O)[O-])CCS(=O)(=O)C)([O-])=O (2-(methylsulphonyl)-ethyl-4-nitrophenyl carbonate). Run in O1CCCC1 (tetrahydrofuran). The product is C(C)OC(=O)CN(C=1C=C2N=C(C(N(C2=CC1)C)=O)CC1=CC=C(C(=NC(=O)OCCS(=O)(=O)C)N)C=C1)S(=O)(=O)C=1C=CC=C2C=CC=NC12 (4-{[6-(N-ethoxycarbonylmethyl-quinolin-8-yl-sulphonylamino)-1-methyl-2-oxo-1,2-dihydroquinoxalin-3-yl]-methyl}-N′-(2-methylsulphonyl-ethyloxycarbonyl)-benzamidine). Reaction SMILES: Cl.[CH2:2]([O:4][C:5]([CH2:7][N:8]([S:31]([C:34]1[CH:35]=[CH:36][CH:37]=[C:38]2[C:43]=1[N:42]=[CH:41][CH:40]=[CH:39]2)(=[O:33])=[O:32])[C:9]1[CH:10]=[C:11]2[C:16](=[CH:17][CH:18]=1)[N:15]([CH3:19])[C:14](=[O:20])[C:13]([CH2:21][C:22]1[CH:30]=[CH:29][C:25]([C:26]([NH2:28])=[NH:27])=[CH:24][CH:23]=1)=[N:12]2)=[O:6])[CH3:3].[C:44](=[O:47])([O-])[O-:45].[K+].[K+].C(=O)([O-])OC1C=CC([N+]([O-])=O)=CC=1[CH2:61][CH2:62][S:63]([CH3:66])(=[O:65])=[O:64]>O1CCCC1>[CH2:2]([O:4][C:5]([CH2:7][N:8]([S:31]([C:34]1[CH:35]=[CH:36][CH:37]=[C:38]2[C:43]=1[N:42]=[CH:41][CH:40]=[CH:39]2)(=[O:32])=[O:33])[C:9]1[CH:10]=[C:11]2[C:16](=[CH:17][CH:18]=1)[N:15]([CH3:19])[C:14](=[O:20])[C:13]([CH2:21][C:22]1[CH:23]=[CH:24][C:25]([C:26]([NH2:28])=[N:27][C:44]([O:45][CH2:61][CH2:62][S:63]([CH3:66])(=[O:65])=[O:64])=[O:47])=[CH:29][CH:30]=1)=[N:12]2)=[O:6])[CH3:3] |f:0.1,2.3.4|. Procedure: 0.5 g (0.77 mmol) of 4-{[6-(N-ethoxycarbonylmethyl-quinolin-8-yl-sulphonylamino)-1-methyl-2-oxo-1,2-dihydroquinoxalin-3-yl]-methyl}-benzamidine-hydrochloride, 0.32 g (2.3 mmol) of potassium carbonate and 0.39 g (1.4 mmol) of 2-(methylsulphonyl)-ethyl-4-nitrophenyl carbonate are stirred in 40 ml tetrahydrofuran for 54 hours at ambient temperature. The solvent is distilled off and the residue is taken up in methylene chloride and sodium hydrogen carbonate solution. The combined organic extracts ar...